This data is from the Open Reaction Database (ORD), a public repository of structured organic reaction records. The task is: describe an organic reaction: reactants, conditions, products, and yield Starting materials: C[O-].[K+] (potassium methylate), O (water), C(=O)(OCC)NC(SCC)=S (ethyl N-carbethoxy-dithiocarbamate), C[O-].[K+] (potassium methylate), ClCC#N (chloroacetonitrile). Reagents/catalysts: [I-].[K+] (potassium iodide). Run in CO (methanol). Conditions: time 3 hour. Product: C(C)SC=1SC(=C(N1)O)C#N (2-ethylthio-4-hydroxy-5-cyano-thiazole). Isolated yield 37.8%. Reaction SMILES: C([NH:6][C:7](=[S:11])[S:8][CH2:9][CH3:10])(OCC)=O.[CH3:12][O-:13].[K+].Cl[CH2:16][C:17]#[N:18].O>CO.[I-].[K+]>[CH2:9]([S:8][C:7]1[S:11][C:16]([C:17]#[N:18])=[C:12]([OH:13])[N:6]=1)[CH3:10] |f:1.2,6.7|. Procedure: A suspension of 40 g of ethyl N-carbethoxy-dithiocarbamate, 14 g of potassium methylate, 15 g of chloroacetonitrile and 1 g of potassium iodide in 250 ml of methanol was stirred for 3 hours at room temperature under an inert atmosphere and then 14 g of potassium methylate were added. The reaction mixture was refluxed for one hour and water was then added thereto. The aqueous phase was washed with ethyl acetate and then acidified with concentrated hydrochloric acid. The aqueous phase was extracte...